From a dataset of the Open Reaction Database (ORD), a public repository of structured organic reaction records. describe an organic reaction: reactants, conditions, products, and yield Starting materials: NC(C1=NC(=NC=C1)N1CCN(CC1)C(CCC(C)(C)C)=O)=NO (1-{4-[Amino(hydroxyimino)methyl]pyrimidin-2-yl}-4-(4,4-dimethylpentanoyl)piperazine), O1CCCC1 (tetrahydrofuran), [OH-].[Na+] (sodium hydroxide). The solvent is C(C)(=O)OCC (ethyl acetate), C(C)(=O)OCC (ethyl acetate). Reaction conditions: temperature 60 celsius, time 20 minute. Yields the product CC(CCC(=O)N1CCN(CC1)C1=NC=CC(=N1)C1=NOC(=N1)C)(C)C (1-(4,4-Dimethylpentanoyl)-4-[4-(5-methyl-1,2,4-oxadiazol-3-yl)pyrimidin-2-yl]piperazine). As a reaction SMILES: [NH2:1][C:2](=[N:23][OH:24])[C:3]1[CH:8]=[CH:7][N:6]=[C:5]([N:9]2[CH2:14][CH2:13][N:12]([C:15](=[O:22])[CH2:16][CH2:17][C:18]([CH3:21])([CH3:20])[CH3:19])[CH2:11][CH2:10]2)[N:4]=1.[OH-].[Na+].O1CC[CH2:29][CH2:28]1>C(OCC)(=O)C>[CH3:19][C:18]([CH3:20])([CH3:21])[CH2:17][CH2:16][C:15]([N:12]1[CH2:13][CH2:14][N:9]([C:5]2[N:4]=[C:3]([C:2]3[N:1]=[C:28]([CH3:29])[O:24][N:23]=3)[CH:8]=[CH:7][N:6]=2)[CH2:10][CH2:11]1)=[O:22] |f:1.2|. Reported procedure: 1-{4-[Amino(hydroxyimino)methyl]pyrimidin-2-yl}-4-(4,4-dimethylpentanoyl)piperazine (186 mg) obtained in Example 64-1) was dissolved in tetrahydrofuran (3 mL), and oily sodium hydroxide (25 mg) was added thereto and stirred at 60° C. for 20 minutes. Then, ethyl acetate (0.082 ml) was added to it and heated under reflux for 1 hour. The reaction liquid was diluted with ethyl acetate, washed with water and saturated saline water, and dried with anhydrous sodium sulfate. The solvent was evaporated a...